From a dataset of the Open Reaction Database (ORD), a public repository of structured organic reaction records. describe an organic reaction: reactants, conditions, products, and yield Reactants: ClC1=NN2C(C(=CC=C2)C2=CC=C(C=C2)S(=O)(=O)C)=N1 (2-chloro-8-(4-methanesulfonyl-phenyl)-[1,2,4]triazolo[1,5-a]pyridine), CN1CC2=CC=C(C=C2C1)N (2-methyl-2,3-dihydro-1H-isoindol-5-ylamine), C1(CCCCC1)P(C1=C(C=CC=C1)C1=C(C=CC=C1)P(C1CCCCC1)C1CCCCC1)C1CCCCC1 (2,2′-bis-dicyclohexylphosphanyl-biphenyl). The product is CS(=O)(=O)C1=CC=C(C=C1)C=1C=2N(C=CC1)N=C(N2)NC=2C=C1CN(CC1=CC2)C ([8-(4-Methanesulfonyl-phenyl)-[1,2,4]triazolo[1,5-a]pyridin-2-yl]-(2-methyl-2,3-dihydro-1H-isoindol-5-yl)-amine), foam. Isolated yield 48.0%. Reaction SMILES: Cl[C:2]1[N:20]=[C:5]2[C:6]([C:10]3[CH:15]=[CH:14][C:13]([S:16]([CH3:19])(=[O:18])=[O:17])=[CH:12][CH:11]=3)=[CH:7][CH:8]=[CH:9][N:4]2[N:3]=1.[CH3:21][N:22]1[CH2:30][C:29]2[C:24](=[CH:25][CH:26]=[C:27]([NH2:31])[CH:28]=2)[CH2:23]1.C1(P(C2CCCCC2)C2C=CC=CC=2C2C=CC=CC=2P(C2CCCCC2)C2CCCCC2)CCCCC1>>[CH3:19][S:16]([C:13]1[CH:14]=[CH:15][C:10]([C:6]2[C:5]3[N:4]([N:3]=[C:2]([NH:31][C:27]4[CH:28]=[C:29]5[C:24](=[CH:25][CH:26]=4)[CH2:23][N:22]([CH3:21])[CH2:30]5)[N:20]=3)[CH:9]=[CH:8][CH:7]=2)=[CH:11][CH:12]=1)(=[O:18])=[O:17]. Reported procedure: [8-(4-Methanesulfonyl-phenyl)-[1,2,4]triazolo[1,5-a]pyridin-2-yl]-(2-methyl-2,3-dihydro-1H-isoindol-5-yl)-amine was prepared from 2-chloro-8-(4-methanesulfonyl-phenyl)-[1,2,4]triazolo[1,5-a]pyridine (75.0 mg, 0.244 mmol) and 2-methyl-2,3-dihydro-1H-isoindol-5-ylamine (40.0 mg, 0.270 mmol) with 2,2′-bis-dicyclohexylphosphanyl-biphenyl (25.0 mg, 0.0457 mmol) as the ligand in a manner analogous to Example 2d. Product isolated as a yellow foam (0.049 g, 48%). 1H NMR (400 MHz, CDCl3, δ, ppm): 8.50 (d... Starting materials: C(C)(C)(C)OC(=O)NC1=CC=C(C=C1)C[C@@H](C(C(=C)C)=O)NC(OCC1=CC=CC=C1)=O ((S)-benzyl (1-(4-(tert-butyloxycarbonylamino)phenyl)-4-methyl-3-oxopent-4-en-2-yl)carbamate), CCOC(=O)C (EtOAc), C25H32N2O5. The solvent is C(Cl)(Cl)Cl (CHCl3). Yields the product C(C)(C)(C)OC(=O)NC1=CC=C(C=C1)C[C@@H]([C@@H](C(=C)C)O)NC(OCC1=CC=CC=C1)=O (Benzyl ((2S,3R)-1-(4-(tert-butyloxycarbonylamino)phenyl)-3-hydroxy-4-methylpent-4-en-2-yl)carbamate). RXN SMILES: [C:1]([O:5][C:6]([NH:8][C:9]1[CH:14]=[CH:13][C:12]([CH2:15][C@H:16]([NH:22][C:23](=[O:32])[O:24][CH2:25][C:26]2[CH:31]=[CH:30][CH:29]=[CH:28][CH:27]=2)[C:17](=[O:21])[C:18]([CH3:20])=[CH2:19])=[CH:11][CH:10]=1)=[O:7])([CH3:4])([CH3:3])[CH3:2].CCOC(C)=O>C(Cl)(Cl)Cl>[C:1]([O:5][C:6]([NH:8][C:9]1[CH:14]=[CH:13][C:12]([CH2:15][C@H:16]([NH:22][C:23](=[O:32])[O:24][CH2:25][C:26]2[CH:27]=[CH:28][CH:29]=[CH:30][CH:31]=2)[C@H:17]([OH:21])[C:18]([CH3:20])=[CH2:19])=[CH:11][CH:10]=1)=[O:7])([CH3:2])([CH3:3])[CH3:4]. Reported procedure: This compound was prepared from ketone 67 (0.70 g, 1.85 mmol) in a synthetic procedure similar to that for compound and obtained after column chromatography (10%->25% EtOAc/PE) as a colorless oil (yield: 0.71 g, 1.85 mmol, quant.). 1H NMR (400 MHz, CDCl3): δ=7.32-7.18 (m, 7H), 7.04 (d, J=8.15 Hz, 2H), 6.77 (s, 1H), 5.17 (d, J=9.01 Hz, 1H), 5.05-4.91 (m, 4H), 4.14-4.10 (m, 1H), 4.05-3.97 (m, 1H), 3.01 (s, 1H), 2.86-2.78 (m, 1H), 2.64 (dd, J=14.18, 9.64 Hz, 1H), 1.76 (s, 3H), 1.50 (s, 9H) ppm. 13C... The reactants are C(C)OC(=O)C=1C(N(C2=NC(=CC=C2C1O)C)CC)=O (1-ethyl-1,2-dihydro-4-hydroxy-7-methyl-2-oxo-1,8-naphthyridine-3-carboxylic acid ethyl ester), [OH-].[Na+] (sodium hydroxide). The solvent is C(C)(=O)O (acetic acid). The product is C(C)N1C(C=C(C2=CC=C(N=C12)C)O)=O (1-Ethyl-1,2-dihydro-4-hydroxy-7-methyl-2-oxo-1,8-naphthyridine). As a reaction SMILES: C(OC([C:6]1[C:7](=[O:20])[N:8]([CH2:18][CH3:19])[C:9]2[C:14]([C:15]=1[OH:16])=[CH:13][CH:12]=[C:11]([CH3:17])[N:10]=2)=O)C.[OH-].[Na+]>C(O)(=O)C>[CH2:18]([N:8]1[C:9]2[C:14](=[CH:13][CH:12]=[C:11]([CH3:17])[N:10]=2)[C:15]([OH:16])=[CH:6][C:7]1=[O:20])[CH3:19] |f:1.2|. Procedure details: A stirred mixture of 0.5 g. of 1-ethyl-1,2-dihydro-4-hydroxy-7-methyl-2-oxo-1,8-naphthyridine-3-carboxylic acid ethyl ester was heated under reflux for 5 hours in 20 ml. of a 20% sodium hydroxide solution was cooled and was acidified with glacial acetic acid. The precipitate which formed was collected, air dried and was recrystallized from ethanol to give 0.2 g. of the title compound, m.p. 320°-3° C. dec. Reactants: C1CCOC1, CCO, COC(=O)CCCCCOCC1CC(F)CN1C(=O)Cc1ccc2nc(Nc3ccccc3C)oc2c1, [Na+], [OH-]. Yields the product Cc1ccccc1Nc1nc2ccc(CC(=O)N3CC(F)CC3COCCCCCC(=O)[O-])cc2o1, [Na+]. As a reaction SMILES: [CH2:43]1[O:44][CH2:45][CH2:46][CH2:47]1.[CH3:40][CH2:41][OH:42].[F:1][CH:2]1[CH2:3][CH:4]([CH2:27][O:28][CH2:29][CH2:30][CH2:31][CH2:32][CH2:33][C:34](=[O:35])[O:36][CH3:37])[N:5]([C:7]([CH2:8][c:9]2[cH:10][c:11]3[c:12]([n:13][c:14]([NH:16][c:17]4[c:18]([CH3:23])[cH:19][cH:20][cH:21][cH:22]4)[o:15]3)[cH:24][cH:25]2)=[O:26])[CH2:6]1.[Na+:39].[OH-:38]>>[F:1][CH:2]1[CH2:3][CH:4]([CH2:27][O:28][CH2:29][CH2:30][CH2:31][CH2:32][CH2:33][C:34](=[O:35])[O-:36])[N:5]([C:7]([CH2:8][c:9]2[cH:10][c:11]3[c:12]([n:13][c:14]([NH:16][c:17]4[c:18]([CH3:23])[cH:19][cH:20][cH:21][cH:22]4)[o:15]3)[cH:24][cH:25]2)=[O:26])[CH2:6]1.[Na+:39]. The reactants are CC1(C(OC2=C1C=CC=C2)=O)C (3,3-Dimethylbenzofuran-2(3H)-one), N (ammonia). Run in CO (methanol). Run at temperature 25 celsius, time 16 hour. Product: OC1=C(C=CC=C1)C(C(=O)N)(C)C (2-Hydroxy-α,α-dimethyl-benzeneacetamide). RXN SMILES: [CH3:1][C:2]1([CH3:12])[C:6]2[CH:7]=[CH:8][CH:9]=[CH:10][C:5]=2[O:4][C:3]1=[O:11].[NH3:13]>CO>[OH:4][C:5]1[CH:10]=[CH:9][CH:8]=[CH:7][C:6]=1[C:2]([CH3:12])([CH3:1])[C:3]([NH2:13])=[O:11]. Reported procedure: 3,3-Dimethylbenzofuran-2(3H)-one (Example 198a, 19.7 g) was dissolved in 7N ammonia in methanol (50 mL) under nitrogen. The resulting solution was stirred at 25° C. for 16 h. The reaction mixture was evaporated to afford crude product. The solid was triturated with diethyl ether and filtered to give the subtitle compound (15.34 g). Reactants: [Al+3], CC(=O)Cl, COc1ccc2c(c1)OCCN2C, [Cl-], [Cl-], [Cl-], ClCCCl, Cl. Yields the product COc1cc2c(cc1C(C)=O)N(C)CCO2. RXN SMILES: [Al+3:17].[CH3:18][C:19]([Cl:20])=[O:21].[CH3:1][O:2][c:3]1[cH:4][c:5]2[c:6]([cH:12][cH:13]1)[N:7]([CH3:11])[CH2:8][CH2:9][O:10]2.[Cl-:14].[Cl-:15].[Cl-:16].[Cl:23][CH2:24][CH2:25][Cl:26].[ClH:22]>>[CH3:1][O:2][c:3]1[cH:4][c:5]2[c:6]([cH:12][c:13]1[C:19]([CH3:18])=[O:21])[N:7]([CH3:11])[CH2:8][CH2:9][O:10]2. Reactants: S(=O)(Cl)Cl (thionyl chloride), CO (methanol), OC1=CC(=C(C(=O)O)C=C1)C (4-hydroxy-2-methylbenzoic acid). Conditions: temperature 60 celsius, time 8 hour. Yields the product OC1=CC(=C(C(=O)OC)C=C1)C (methyl 4-hydroxy-2-methylbenzoate). Yield: 100.0%. As a reaction SMILES: S(Cl)(Cl)=O.[OH:5][C:6]1[CH:14]=[CH:13][C:9]([C:10]([OH:12])=[O:11])=[C:8]([CH3:15])[CH:7]=1.[CH3:16]O>>[OH:5][C:6]1[CH:14]=[CH:13][C:9]([C:10]([O:12][CH3:16])=[O:11])=[C:8]([CH3:15])[CH:7]=1. Procedure: To methanol (10 ml) was added dropwise thionyl chloride (1.92 ml, 26.3 mmol) at 0° C., 4-hydroxy-2-methylbenzoic acid (2.00 g, 13.1 mmol) was added, and the mixture was stirred at 60° C. overnight. After completion of the reaction, the solvent was evaporated, and the residue was dissolved in ethyl acetate (20 ml). The mixture was washed twice with 5% aqueous sodium hydrogen carbonate solution (10 ml), once with 1N hydrochloric acid (10 ml), and once with water (10 ml), and the solvent was evapor...